Dataset: the Open Reaction Database (ORD), a public repository of structured organic reaction records. Task: describe an organic reaction: reactants, conditions, products, and yield Reactants: CNC(=O)C(NC(=O)C(CC(=O)OC(C)(C)C)CC1CCC1)C(C)(C)C, O=C(O)C(F)(F)F. The product is CNC(=O)C(NC(=O)C(CC(=O)O)CC1CCC1)C(C)(C)C. RXN SMILES: [C:1]([CH3:2])([CH3:3])([CH3:4])[O:5][C:6](=[O:7])[CH2:8][CH:9]([C:10](=[O:11])[NH:12][CH:13]([C:14]([CH3:15])([CH3:16])[CH3:17])[C:18](=[O:19])[NH:20][CH3:21])[CH2:22][CH:23]1[CH2:24][CH2:25][CH2:26]1.[OH:27][C:28]([C:29]([F:30])([F:31])[F:32])=[O:33]>>[O:5]=[C:6]([OH:7])[CH2:8][CH:9]([C:10](=[O:11])[NH:12][CH:13]([C:14]([CH3:15])([CH3:16])[CH3:17])[C:18](=[O:19])[NH:20][CH3:21])[CH2:22][CH:23]1[CH2:24][CH2:25][CH2:26]1. The product is ClC=1C=CC2=C(SC(=C2)C(=O)N2CC(N(CC2)CC2=CC=3C=NC=CC3N2)=O)C1 (4-(6-Chloro-benzo[b]thiophene-2-carbonyl)-1-(1H-pyrrolo[3,2-c]pyridin-2-ylmethyl)piperazin-2-one). Run at time 8 hour. Procedure details: The title compound is prepared as described in EXAMPLE 123 using 6-chloro-benzo[b]thiophene-2-carboxylic acid, EXAMPLE 1 and 2-(2-oxopiperazin-1-ylmethyl)-pyrrolo[3,2-c]pyridin-1-carboxylic acid tert-butyl ester EXAMPLE 69. The mixture is stirred overnight, then concentrated to dryness. The residue is diluted with CH2Cl2 and washed with saturated sodium bicarbonate and brine. The organic layer is dried over MgSO4, filtered and concentrated in vacuo to give the title compound as a solid. The crud... RXN SMILES: [Cl:1][C:2]1[CH:3]=[CH:4][C:5]2[CH:9]=[C:8]([C:10]([OH:12])=O)[S:7][C:6]=2[CH:13]=1.C(OC([N:21]1[C:29]2[CH:28]=[CH:27][N:26]=[CH:25][C:24]=2[CH:23]=[C:22]1[CH2:30][N:31]1[CH2:36][CH2:35][NH:34][CH2:33][C:32]1=[O:37])=O)(C)(C)C>>[Cl:1][C:2]1[CH:3]=[CH:4][C:5]2[CH:9]=[C:8]([C:10]([N:34]3[CH2:35][CH2:36][N:31]([CH2:30][C:22]4[NH:21][C:29]5[CH:28]=[CH:27][N:26]=[CH:25][C:24]=5[CH:23]=4)[C:32](=[O:37])[CH2:33]3)=[O:12])[S:7][C:6]=2[CH:13]=1. The reactants are ClC=1C=CC2=C(SC(=C2)C(=O)O)C1 (6-chloro-benzo[b]thiophene-2-carboxylic acid), C(C)(C)(C)OC(=O)N1C(=CC=2C=NC=CC21)CN2C(CNCC2)=O (2-(2-oxopiperazin-1-ylmethyl)-pyrrolo[3,2-c]pyridin-1-carboxylic acid tert-butyl ester). The reactants are CCc1nc2c(C)cc(C)nc2n1Cc1ccc2c(c1)CCc1ccccc1N2, CC(=O)O, ClCCl, N#C[K], [Na+], [OH-]. Product: CCc1nc2c(C)cc(C)nc2n1Cc1ccc2c(c1)CCc1ccccc1N2CC#N. As a reaction SMILES: [CH2:1]([CH3:2])[c:3]1[n:4][c:5]2[c:6]([n:7][c:8]([CH3:12])[cH:9][c:10]2[CH3:11])[n:13]1[CH2:14][c:15]1[cH:16][c:17]2[c:18]([cH:28][cH:29]1)[NH:19][c:20]1[c:21]([cH:24][cH:25][cH:26][cH:27]1)[CH2:22][CH2:23]2.[CH3:38][C:39](=[O:40])[OH:41].[Cl:35][CH2:36][Cl:37].[K:30][C:31]#[N:32].[Na+:34].[OH-:33]>>[CH2:1]([CH3:2])[c:3]1[n:4][c:5]2[c:6]([n:7][c:8]([CH3:12])[cH:9][c:10]2[CH3:11])[n:13]1[CH2:14][c:15]1[cH:16][c:17]2[c:18]([cH:28][cH:29]1)[N:19]([CH2:36][C:31]#[N:32])[c:20]1[c:21]([cH:24][cH:25][cH:26][cH:27]1)[CH2:22][CH2:23]2. Starting materials: C1CCOC1, O=C1OCC(Cc2ccccc2)N1C(=O)C(CO)Cc1ccccc1, [Li+], [Na+], [Na+], [OH-], O, O, OO, O=S([O-])[O-]. Yields the product O=C(O)C(CO)Cc1ccccc1. RXN SMILES: [CH2:38]1[O:39][CH2:40][CH2:41][CH2:42]1.[CH2:3]([CH:4]1[CH2:5][O:6][C:7](=[O:8])[N:9]1[C:16]([CH:17]([CH2:18][c:19]1[cH:20][cH:21][cH:22][cH:23][cH:24]1)[CH2:25][OH:26])=[O:27])[c:10]1[cH:11][cH:12][cH:13][cH:14][cH:15]1.[Li+:30].[Na+:35].[Na+:36].[OH-:29].[OH2:28].[OH2:37].[OH:1][OH:2].[S:31](=[O:32])([O-:33])[O-:34]>>[C:16]([CH:17]([CH2:18][c:19]1[cH:20][cH:21][cH:22][cH:23][cH:24]1)[CH2:25][OH:26])([OH:27])=[O:32]. Starting materials: BrC(CC(=O)O)C(C1=CC=C(C=C1)Cl)=O (3-bromo-3-(p-chlorobenzoyl) propionic acid), CN1CNC(NC1)=S (5-methyl-3,4,5,6-tetrahydro-s-triazin-2(1H)-thione). Solvent: CO (methanol), solvent. Run at time 1 hour. Product: Br.C(=O)(O)CC1C(N2C(=NCN(C2)C)S1)(O)C1=CC=C(C=C1)Cl (7-carboxymethyl-6-(p-chlorophenyl)-6-hydroxy-3-methyl-3,4,6,7-tetrahydro-2H-thiazolo[3,2-a]-s-triazine hydrobromide). Isolated yield 90.8%. RXN SMILES: [Br:1][CH:2]([C:7](=[O:15])[C:8]1[CH:13]=[CH:12][C:11]([Cl:14])=[CH:10][CH:9]=1)[CH2:3][C:4]([OH:6])=[O:5].[CH3:16][N:17]1[CH2:22][NH:21][C:20](=[S:23])[NH:19][CH2:18]1>CO>[BrH:1].[C:4]([CH2:3][CH:2]1[S:23][C:20]2=[N:19][CH2:18][N:17]([CH3:16])[CH2:22][N:21]2[C:7]1([C:8]1[CH:13]=[CH:12][C:11]([Cl:14])=[CH:10][CH:9]=1)[OH:15])([OH:6])=[O:5] |f:3.4|. Procedure details: A solution of 3-bromo-3-(p-chlorobenzoyl) propionic acid (7.29 g, 0.025 moles) in methanol (40 ml) was mixed with a solution of 5-methyl-3,4,5,6-tetrahydro-s-triazin-2(1H)-thione (3.27 g, 0.025 moles) in the same solvent (150 ml) and left for one hour. Evaporation of the solvent gave 7-carboxymethyl-6-(p-chlorophenyl)-6-hydroxy-3-methyl-3,4,6,7-tetrahydro-2H-thiazolo[3,2-a]-s-triazine hydrobromide as a pale yellow solid (9.6 g), m.p. 111°-113° C.